From a dataset of the Open Reaction Database (ORD), a public repository of structured organic reaction records. describe an organic reaction: reactants, conditions, products, and yield Starting materials: O (Water), C(C)(C)(C)OC(C(C)(C)SC=1SC=C(N1)CCNC1=NC=C(C=N1)CC)=O (2-[(4-{2-[(5-ethylpyrimidin-2-yl)amino]ethyl}-1,3-thiazol-2-yl)thio]-2-methylpropionic acid tert-butyl ester), ClCC=1C=NN(C1)C1=CC=CC=C1 (4-(chloromethyl)-1-phenyl-1H-pyrazole), CC(C)([O-])C.[K+] (potassium tert-butoxide). The solvent is CN(C=O)C (N,N-dimethylformamide). Reaction conditions: time 8 hour. Yields the product C(C)(C)(C)OC(C(C)(C)SC=1SC=C(N1)CCN(CC=1C=NN(C1)C1=CC=CC=C1)C1=NC=C(C=N1)CC)=O (2-{[4-(2-{(5-ethylpyrimidin-2-yl)[(1-phenyl-1H-pyrazol-4-yl)methyl]amino}ethyl)-1,3-thiazol-2-yl]thio}-2-methylpropionic acid tert-butyl ester). Isolated yield 75.4%. RXN SMILES: [C:1]([O:5][C:6](=[O:27])[C:7]([S:10][C:11]1[S:12][CH:13]=[C:14]([CH2:16][CH2:17][NH:18][C:19]2[N:24]=[CH:23][C:22]([CH2:25][CH3:26])=[CH:21][N:20]=2)[N:15]=1)([CH3:9])[CH3:8])([CH3:4])([CH3:3])[CH3:2].Cl[CH2:29][C:30]1[CH:31]=[N:32][N:33]([C:35]2[CH:40]=[CH:39][CH:38]=[CH:37][CH:36]=2)[CH:34]=1.CC(C)([O-])C.[K+].O>CN(C)C=O>[C:1]([O:5][C:6](=[O:27])[C:7]([S:10][C:11]1[S:12][CH:13]=[C:14]([CH2:16][CH2:17][N:18]([C:19]2[N:20]=[CH:21][C:22]([CH2:25][CH3:26])=[CH:23][N:24]=2)[CH2:29][C:30]2[CH:31]=[N:32][N:33]([C:35]3[CH:36]=[CH:37][CH:38]=[CH:39][CH:40]=3)[CH:34]=2)[N:15]=1)([CH3:9])[CH3:8])([CH3:2])([CH3:3])[CH3:4] |f:2.3|. Reported procedure: 2-[(4-{2-[(5-Ethylpyrimidin-2-yl)amino]ethyl}-1,3-thiazol-2-yl)thio]-2-methylpropionic acid tert-butyl ester (7.0 g) synthesized in Example 265-1 and 4-(chloromethyl)-1-phenyl-1H-pyrazole (3.47 g) synthesized in Reference Example 18 were dissolved in N,N-dimethylformamide (80 mL), potassium tert-butoxide (2.32 g) was added thereto, and the mixture was stirred at room temperature for 8 hr. Water was added to the reaction mixture, and the mixture was extracted with ethyl acetate. The organic layer... The reactants are ClC1=C(CC2=CC=C(N=N2)C(=O)O)C=C(C=C1)[C@@H]1O[C@@H]([C@H]([C@@H]([C@H]1OCC1=CC=CC=C1)OCC1=CC=CC=C1)OCC1=CC=CC=C1)COCC1=CC=CC=C1 (6-(2-chloro-5-((2S,3S,4R,5R,6R)-3,4,5-tris(benzyloxy)-6-(benzyloxymethyl)-tetrahydro-2H-pyran-2-yl)benzyl)pyridazine-3-carboxylic acid), FC(C(=O)O)(F)F.NCC(C)=O (1-aminopropan-2-one trifluoroacetic acid salt), CCN=C=NCCCN(C)C (EDCI), O.ON1N=NC2=C1C=CC=C2 (1-hydroxybenzotriazole hydrate), CN1CCOCC1 (4-methylmorpholine). The solvent is CN(C=O)C (N,N-dimethylformamide). Run at time 8 hour. Yields the product ClC1=C(CC2=CC=C(N=N2)C(=O)NCC(C)=O)C=C(C=C1)[C@@H]1O[C@@H]([C@H]([C@@H]([C@H]1OCC1=CC=CC=C1)OCC1=CC=CC=C1)OCC1=CC=CC=C1)COCC1=CC=CC=C1 (6-(2-Chloro-5-((2S,3S,4R,5R,6R)-3,4,5-tris(benzyloxy)-6-(benzyloxymethyl)-tetrahydro-2H-pyran-2-yl)benzyl)-N-(2-oxopropyl)pyridazine-3-carboxamide). Reaction SMILES: [Cl:1][C:2]1[CH:17]=[CH:16][C:15]([C@H:18]2[C@H:23]([O:24][CH2:25]C3C=CC=CC=3)[C@@H:22]([O:32][CH2:33][C:34]3[CH:39]=[CH:38][CH:37]=[CH:36][CH:35]=3)[C@H:21]([O:40][CH2:41][C:42]3[CH:47]=[CH:46][CH:45]=[CH:44][CH:43]=3)[C@@H:20]([CH2:48][O:49][CH2:50][C:51]3[CH:56]=[CH:55][CH:54]=[CH:53][CH:52]=3)[O:19]2)=[CH:14][C:3]=1[CH2:4][C:5]1[N:10]=[N:9][C:8]([C:11](O)=[O:12])=[CH:7][CH:6]=1.F[C:58](F)(F)[C:59]([OH:61])=O.[NH2:64][CH2:65]C(=O)C.CCN=C=NCCCN(C)C.O.ON1[C:86]2[CH:87]=[CH:88][CH:89]=[CH:90][C:85]=2N=N1.CN1CCOCC1>CN(C)C=O>[Cl:1][C:2]1[CH:17]=[CH:16][C:15]([C@H:18]2[C@H:23]([O:24][CH2:25][C:85]3[CH:90]=[CH:89][CH:88]=[CH:87][CH:86]=3)[C@@H:22]([O:32][CH2:33][C:34]3[CH:39]=[CH:38][CH:37]=[CH:36][CH:35]=3)[C@H:21]([O:40][CH2:41][C:42]3[CH:47]=[CH:46][CH:45]=[CH:44][CH:43]=3)[C@@H:20]([CH2:48][O:49][CH2:50][C:51]3[CH:56]=[CH:55][CH:54]=[CH:53][CH:52]=3)[O:19]2)=[CH:14][C:3]=1[CH2:4][C:5]1[N:10]=[N:9][C:8]([C:11]([NH:64][CH2:65][C:59](=[O:61])[CH3:58])=[O:12])=[CH:7][CH:6]=1 |f:1.2,4.5|. Procedure: To a mixture of 6-(2-chloro-5-((2S,3S,4R,5R,6R)-3,4,5-tris(benzyloxy)-6-(benzyloxymethyl)-tetrahydro-2H-pyran-2-yl)benzyl)pyridazine-3-carboxylic acid (1.2 mmol), 1-aminopropan-2-one trifluoroacetic acid salt (346 mg, 1.9 mmol), EDCI (472 mg, 2.5 mmol), and 1-hydroxybenzotriazole hydrate (478 mg, 3.1 mmol) in N,N-dimethylformamide (10 mL) was added 4-methylmorpholine (0.68 mL, 6.2 mmol). The resulting mixture was stirred at ambient temperature overnight. After dilution with ethyl acetate, the or... Starting materials: ClC1=C(C=NC2=C(C=CC=C12)OC)C(CCC(=O)OCC)=O (4-chloro-3-(3-ethoxycarbonylpropionyl)-8-methoxyquinoline), NC=1C(=CC=CC1)C (o-toluidine). The solvent is O1CCCC1 (tetrahydrofuran), O1CCCC1 (tetrahydrofuran). Conditions: temperature 60 celsius, time 16 hour. Yields the product C(C)OC(=O)CCC(=O)C=1C=NC2=C(C=CC=C2C1NC1=C(C=CC=C1)C)OC (3-(3-ethoxycarbonylpropionyl)-8-methoxy-4-(2-methylphenylamino)quinoline). Isolated yield 83.3%. RXN SMILES: Cl[C:2]1[C:11]2[C:6](=[C:7]([O:12][CH3:13])[CH:8]=[CH:9][CH:10]=2)[N:5]=[CH:4][C:3]=1[C:14](=[O:22])[CH2:15][CH2:16][C:17]([O:19][CH2:20][CH3:21])=[O:18].[NH2:23][C:24]1[C:25]([CH3:30])=[CH:26][CH:27]=[CH:28][CH:29]=1>O1CCCC1>[CH2:20]([O:19][C:17]([CH2:16][CH2:15][C:14]([C:3]1[CH:4]=[N:5][C:6]2[C:11]([C:2]=1[NH:23][C:24]1[CH:29]=[CH:28][CH:27]=[CH:26][C:25]=1[CH3:30])=[CH:10][CH:9]=[CH:8][C:7]=2[O:12][CH3:13])=[O:22])=[O:18])[CH3:21]. Procedure details: In a flame-dried, three-necked round-bottomed reaction flask equipped with reflux condenser, magnetic stirring bar and addition funnel, there were placed 1.72 g (0.00535 mole) of 4-chloro-3-(3-ethoxycarbonylpropionyl)-8-methoxyquinoline (the product of Preparation C) dissolved in 15 mL of dry tetrahydrofuran. Stirring was commenced and the resulting organic solution was then treated dropwise with a solution consisting of 573 mg (0.00535 mole) of o-toluidine (available from the Aldrich Chemical C... Reactants: BrCCCNC(C(C1=CC=CC=C1)C1=CC=CC=C1)=O (N-(3-bromopropyl)-2,2-diphenylacetamide), N1CCC(CC1)C1=CC=C(C=C1)NC(CCC)=O (N-[4-(4-piperidinyl)phenyl]butanamide). Yields the product C1(=CC=CC=C1)C(C(=O)NCCCN1CCC(CC1)C1=CC=C(C=C1)NC(CCC)=O)C1=CC=CC=C1 (N-[4-(1-{3-[(2,2-DIPHENYLACETYL)AMINO]PROPYL}-4-PIPERIDINYL)PHENYL]BUTAN AMIDE). Procedure details: Example 149 was prepared from N-(3-bromopropyl)-2,2-diphenylacetamide and N-[4-(4-piperidinyl)phenyl]butanamide according to the procedures described in Scheme 14: ESMS m/e: 498.3 (M+H)+. Reaction SMILES: Br[CH2:2][CH2:3][CH2:4][NH:5][C:6](=[O:20])[CH:7]([C:14]1[CH:19]=[CH:18][CH:17]=[CH:16][CH:15]=1)[C:8]1[CH:13]=[CH:12][CH:11]=[CH:10][CH:9]=1.[NH:21]1[CH2:26][CH2:25][CH:24]([C:27]2[CH:32]=[CH:31][C:30]([NH:33][C:34](=[O:38])[CH2:35][CH2:36][CH3:37])=[CH:29][CH:28]=2)[CH2:23][CH2:22]1>>[C:8]1([CH:7]([C:14]2[CH:19]=[CH:18][CH:17]=[CH:16][CH:15]=2)[C:6]([NH:5][CH2:4][CH2:3][CH2:2][N:21]2[CH2:26][CH2:25][CH:24]([C:27]3[CH:32]=[CH:31][C:30]([NH:33][C:34](=[O:38])[CH2:35][CH2:36][CH3:37])=[CH:29][CH:28]=3)[CH2:23][CH2:22]2)=[O:20])[CH:13]=[CH:12][CH:11]=[CH:10][CH:9]=1. Reactants: C1(CC1)N (cyclopropylamine), FC1=C(COCC#CCBr)C=C(C=C1)Br (4-(2-fluoro-5-bromobenzyloxy)but-2-ynyl bromide). The solvent is O1CCCC1 (tetrahydrofuran), C(Cl)Cl (methylene chloride). Reaction conditions: temperature 0 celsius, time 4 hour. Yields the product C1(CC1)NCC#CCOCC1=C(C=CC(=C1)Br)F (N-cyclopropyl-4-(2-fluoro-5-bromobenzyloxy)but-2-ynyl amine). Yield: 73.4%. As a reaction SMILES: [CH:1]1([NH2:4])[CH2:3][CH2:2]1.[F:5][C:6]1[CH:18]=[CH:17][C:16]([Br:19])=[CH:15][C:7]=1[CH2:8][O:9][CH2:10][C:11]#[C:12][CH2:13]Br>O1CCCC1.C(Cl)Cl>[CH:1]1([NH:4][CH2:13][C:12]#[C:11][CH2:10][O:9][CH2:8][C:7]2[CH:15]=[C:16]([Br:19])[CH:17]=[CH:18][C:6]=2[F:5])[CH2:3][CH2:2]1. Procedure: A solution of cyclopropylamine (1.10 ml, 15.8 mmol) was added to a solution of 4-(2-fluoro-5-bromobenzyloxy)but-2-ynyl bromide (530 mg, 1.58 mmol) in tetrahydrofuran (8 ml). The cloudy reaction mixture was stirred for about thrity minutes. The reaction mixture was then cooled to 0° C., and held at this temperature for about four hours, at which time no starting material remained, as determined by thin layer chromatography. The reaction mixture was diluted with methylene chloride (50 ml) and wash...